Dataset: the Open Reaction Database (ORD), a public repository of structured organic reaction records. Task: describe an organic reaction: reactants, conditions, products, and yield Reactants: [Cl-].O[NH3+] (hydroxyammonium chloride), C(C)(=O)OC(C)=O (acetic anhydride), COC1=CC=C(CN(C2=NC(=NC(=N2)C)C=2C(=NC=C(C=O)C2)NC=2C=NC(=C(C2)F)OC)CC2=CC=C(C=C2)OC)C=C1 (5-(4-(bis(4-methoxybenzyl)amino)-6-methyl-1,3,5-triazin-2-yl)-6-(5-fluoro-6-methoxypyridin-3-ylamino)nicotinaldehyde), N1=CC=CC=C1 (pyridine). The solvent is CN(C)C=O (DMF), O (water), CO (MeOH). Reaction conditions: time 2 hour. Yields the product COC1=CC=C(CN(C2=NC(=NC(=N2)C)C=2C(=NC=C(C#N)C2)NC=2C=NC(=C(C2)F)OC)CC2=CC=C(C=C2)OC)C=C1 (5-(4-(bis(4-methoxybenzyl)amino)-6-methyl-1,3,5-triazin-2-yl)-6-(5-fluoro-6-methoxypyridin-3-ylamino)nicotinonitrile). Yield: 75.3%. RXN SMILES: [Cl-].O[NH3+].[CH3:4][O:5][C:6]1[CH:47]=[CH:46][C:9]([CH2:10][N:11]([CH2:37][C:38]2[CH:43]=[CH:42][C:41]([O:44][CH3:45])=[CH:40][CH:39]=2)[C:12]2[N:17]=[C:16]([CH3:18])[N:15]=[C:14]([C:19]3[C:20]([NH:27][C:28]4[CH:29]=[N:30][C:31]([O:35][CH3:36])=[C:32]([F:34])[CH:33]=4)=[N:21][CH:22]=[C:23]([CH:26]=3)[CH:24]=O)[N:13]=2)=[CH:8][CH:7]=1.[N:48]1C=CC=CC=1.C(OC(=O)C)(=O)C>CN(C=O)C.CO.O>[CH3:45][O:44][C:41]1[CH:40]=[CH:39][C:38]([CH2:37][N:11]([CH2:10][C:9]2[CH:8]=[CH:7][C:6]([O:5][CH3:4])=[CH:47][CH:46]=2)[C:12]2[N:17]=[C:16]([CH3:18])[N:15]=[C:14]([C:19]3[C:20]([NH:27][C:28]4[CH:29]=[N:30][C:31]([O:35][CH3:36])=[C:32]([F:34])[CH:33]=4)=[N:21][CH:22]=[C:23]([CH:26]=3)[C:24]#[N:48])[N:13]=2)=[CH:43][CH:42]=1 |f:0.1|. Procedure details: A dark brown solution of hydroxyammonium chloride (0.700 g, 10.07 mmol), 5-(4-(bis(4-methoxybenzyl)amino)-6-methyl-1,3,5-triazin-2-yl)-6-(5-fluoro-6-methoxypyridin-3-ylamino)nicotinaldehyde (Example 143, 2.00 g, 3.36 mmol) and pyridine (0.815 mL, 10.07 mmol) in 15 mL DMF was allowed to stir 2 h. The reaction was partitioned between water and EtOAc. The organic layer was washed with water 2 times, saturated aqueous NaCl once, and the organics were dried over anhydrous sodium sulfate, filtered, an... Reactants: C(O)([O-])=O.[Na+] (sodium hydrogen carbonate), FC(C1=C(CN2CC3CC(CC(C2)C3)C=O)C=CC(=C1)C(F)(F)F)(F)F (3-[2,4-bis(trifluoromethyl)benzyl]-3-azabicyclo[3.3.1]nonane-7-carbaldehyde), C(C#C)NC1=NC(SC1)=O (4-(prop-2-yn-1-ylamino)-1,3-thiazol-2(5H)-one), C(C)(=O)[O-].[NH2+]1CCCCC1 (piperidinium acetate). The solvent is CC(C)O (2-propanol). Run at temperature 60 celsius, time 8 hour. Product: FC(C1=C(CN2CC3CC(CC(C2)C3)\C=C/3\C(=NC(S3)=O)NCC#C)C=CC(=C1)C(F)(F)F)(F)F ((5Z)-5-({3-[2,4-bis(trifluoromethyl)benzyl]-3-azabicyclo[3.3.1]non-7-yl}methylidene)-4-(prop-2-yn-1-ylamino)-1,3-thiazol-2(5H)-one). The yield is 15.4%. As a reaction SMILES: [F:1][C:2]([F:26])([F:25])[C:3]1[CH:20]=[C:19]([C:21]([F:24])([F:23])[F:22])[CH:18]=[CH:17][C:4]=1[CH2:5][N:6]1[CH2:13][CH:12]2[CH2:14][CH:8]([CH2:9][CH:10]([CH:15]=O)[CH2:11]2)[CH2:7]1.[CH2:27]([NH:30][C:31]1[CH2:35][S:34][C:33](=[O:36])[N:32]=1)[C:28]#[CH:29].C([O-])(=O)C.[NH2+]1CCCCC1.C(=O)([O-])O.[Na+]>CC(O)C>[F:26][C:2]([F:1])([F:25])[C:3]1[CH:20]=[C:19]([C:21]([F:24])([F:23])[F:22])[CH:18]=[CH:17][C:4]=1[CH2:5][N:6]1[CH2:7][CH:8]2[CH2:14][CH:12]([CH2:11][CH:10](/[CH:15]=[C:35]3/[C:31]([NH:30][CH2:27][C:28]#[CH:29])=[N:32][C:33](=[O:36])[S:34]/3)[CH2:9]2)[CH2:13]1 |f:2.3,4.5|. Procedure: To a solution of 3-[2,4-bis(trifluoromethyl)benzyl]-3-azabicyclo[3.3.1]nonane-7-carbaldehyde (173.9 mg) and 4-(prop-2-yn-1-ylamino)-1,3-thiazol-2(5H)-one (141 mg) in 2-propanol (2.29 mL) was added piperidinium acetate (66.6 mg). The reaction mixture was stirred at 60° C. overnight, allowed to cool to room temperature, poured into saturated aqueous sodium hydrogen carbonate solution, and the mixture was extracted with ethyl acetate. The extract was washed with saturated brine, and dried over anhy... The reactants are OC1CCN(Cc2ccccc2)CC1, c1ccc(C2CO2)cc1, CC(C)(C)[O-], CCOC(C)=O, CS(C)=O, Cl, [K+], O. The product is OC(COC1CCN(Cc2ccccc2)CC1)c1ccccc1, Cl. Reaction SMILES: [CH2:1]([c:2]1[cH:3][cH:4][cH:5][cH:6][cH:7]1)[N:8]1[CH2:9][CH2:10][CH:11]([OH:14])[CH2:12][CH2:13]1.[CH2:21]1[O:22][CH:23]1[c:24]1[cH:25][cH:26][cH:27][cH:28][cH:29]1.[CH3:15][C:16]([CH3:17])([O-:18])[CH3:19].[CH3:31][CH2:32][O:33][C:34](=[O:35])[CH3:36].[CH3:38][S:39](=[O:40])[CH3:41].[ClH:30].[K+:20].[OH2:37]>>[CH2:1]([c:2]1[cH:3][cH:4][cH:5][cH:6][cH:7]1)[N:8]1[CH2:9][CH2:10][CH:11]([O:14][CH2:21][CH:23]([OH:22])[c:24]2[cH:25][cH:26][cH:27][cH:28][cH:29]2)[CH2:12][CH2:13]1.[ClH:30]. The reactants are NC(CS)C(=O)O, [Na+], C1CO1, [OH-], O. Yields the product NC(CSCCO)C(=O)O. RXN SMILES: [NH2:1][CH:2]([CH2:3][SH:4])[C:5]([OH:6])=[O:7].[Na+:9].[O:10]1[CH2:11][CH2:12]1.[OH-:8].[OH2:13]>>[NH2:1][CH:2]([CH2:3][S:4][CH2:12][CH2:11][OH:10])[C:5]([OH:6])=[O:7]. Reactants: C(C)(=O)NC=1C(=C(C=CC1F)[N+](=O)[O-])N (3-acetamido-2-amino-4-fluoronitrobenzene), [Cl-].[NH4+] (ammonium chloride), FC1=CC=C(C=C1)S (4-Fluorobenzenethiol), [H-].[Na+] (sodium hydride). Run in C1CCOC1 (THF), O (water), C1CCOC1 (THF). Run at time 30 minute. The product is C(C)(=O)NC=1C(=C(C=CC1SC1=CC=C(C=C1)F)[N+](=O)[O-])Cl (3-Acetamido-2-chloro-4-(4-fluorophenylsulphanyl)nitrobenzene). Reaction SMILES: [F:1][C:2]1[CH:7]=[CH:6][C:5]([SH:8])=[CH:4][CH:3]=1.[H-].[Na+].[C:11]([NH:14][C:15]1[C:16](N)=[C:17]([N+:22]([O-:24])=[O:23])[CH:18]=[CH:19][C:20]=1F)(=[O:13])[CH3:12].[Cl-:26].[NH4+]>C1COCC1.O>[C:11]([NH:14][C:15]1[C:16]([Cl:26])=[C:17]([N+:22]([O-:24])=[O:23])[CH:18]=[CH:19][C:20]=1[S:8][C:5]1[CH:6]=[CH:7][C:2]([F:1])=[CH:3][CH:4]=1)(=[O:13])[CH3:12] |f:1.2,4.5|. Procedure: 4-Fluorobenzenethiol (0.128 ml) was added dropwise to a stirred suspension of sodium hydride (0.049 g of a 60% dispersion in mineral oil) in THF (3 ml). The mixture was stirred for 30 minutes then added dropwise to a stirred and cooled (−65° C.) solution of 3-acetamido-2-amino-4-fluoronitrobenzene (0.233 g) in THF (2 ml). The mixture was stirred for 3 hours at −65° C. then allowed to warm to ambient temperature. Saturated aqueous ammonium chloride solution (5 ml), then water (5 ml) were added an... Starting materials: CC=1N=CC2=CC=CC(=C2C1)[N+](=O)[O-] (3-methyl-5-nitro-isoquinoline), Cl (hydrochloric acid). Product: Cl.CC=1N=CC2=CC=CC(=C2C1)[N+](=O)[O-] (3-methyl-5-nitro-isoquinoline hydrochloride). Reaction SMILES: [CH3:1][C:2]1[N:3]=[CH:4][C:5]2[C:10]([CH:11]=1)=[C:9]([N+:12]([O-:14])=[O:13])[CH:8]=[CH:7][CH:6]=2.[ClH:15]>>[ClH:15].[CH3:1][C:2]1[N:3]=[CH:4][C:5]2[C:10]([CH:11]=1)=[C:9]([N+:12]([O-:14])=[O:13])[CH:8]=[CH:7][CH:6]=2 |f:2.3|. Procedure details: 3-methyl-5-nitro-isoquinoline (6 g), prepared according to the method of Example 5 hereinabove, was dissolved in concentrated hydrochloric acid (30 ml). The excess acid was then removed by means of a rotary evaporator, and the residue was digested with boiling ethanol (100 ml). The mixture was cooled and filtered, and the residue was dried in vacuo for several hours, to yield 6.9 g of 3-methyl-5-nitro-isoquinoline hydrochloride melting over a temperature range from 178° to 183°C. Starting materials: C(C)OC(NCCC1=CC2=CC=CC=C2C=C1)=O ((2-naphthalen-2-yl-ethyl)-carbamic acid ethyl ester), O=P12OP3(=O)OP(=O)(O1)OP(=O)(O2)O3 (P2O5). The solvent is O=P(Cl)(Cl)Cl (POCl3). Reaction conditions: temperature 110 celsius, time 3 hour. Yields the product C1(NCCC2=CC=C3C(=C12)C=CC=C3)=O (3,4-Dihydro-2H-benzo[h]isoquinolin-1-one). Yield: 39.3%. As a reaction SMILES: C([O:3][C:4](=O)[NH:5][CH2:6][CH2:7][C:8]1[CH:17]=[CH:16][C:15]2[C:10](=[CH:11][CH:12]=[CH:13][CH:14]=2)[CH:9]=1)C.O=P12OP3(OP(OP(O3)(O1)=O)(=O)O2)=O>O=P(Cl)(Cl)Cl>[C:4]1(=[O:3])[C:9]2[C:8](=[CH:17][CH:16]=[C:15]3[CH:14]=[CH:13][CH:12]=[CH:11][C:10]3=2)[CH2:7][CH2:6][NH:5]1. Reported procedure: Using an analogous procedure and workup as described in Example 1, step 4, (2-naphthalen-2-yl-ethyl)-carbamic acid ethyl ester (I-10c: 1.3 g, 5.349 mmol) in POCl3 (16 mL) was reacted with P2O5 (1.58 g, 11.205 mmol). The resulting mixture was stirred at 110° C. for 3 hours to afford the crude product. Purification by column chromatography on silica gel (20% ethylacetate in hexane) afforded 415 mg of the product (40% yield). Starting materials: O=C([O-])[O-], COC(=O)COc1nc(Cl)ccc1OC(C)=O, CO, [K+], [K+], O. Yields the product COC(=O)COc1nc(Cl)ccc1O. As a reaction SMILES: [C:18](=[O:19])([O-:20])[O-:21].[C:1](=[O:2])([CH3:3])[O:4][c:5]1[c:6]([O:12][CH2:13][C:14](=[O:15])[O:16][CH3:17])[n:7][c:8]([Cl:11])[cH:9][cH:10]1.[CH3:24][OH:25].[K+:22].[K+:23].[OH2:26]>>[OH:4][c:5]1[c:6]([O:12][CH2:13][C:14](=[O:15])[O:16][CH3:17])[n:7][c:8]([Cl:11])[cH:9][cH:10]1. Reactants: [BH4-], O=C(Cc1ccncc1)N1CCC(N(Cc2ccnc3ccccc23)C(=O)C(F)(F)F)CC1Cc1ccccc1, [Na+]. Yields the product O=C(Cc1ccncc1)N1CCC(NCc2ccnc3ccccc23)CC1Cc1ccccc1. RXN SMILES: [BH4-:41].[CH2:1]([c:2]1[cH:3][cH:4][cH:5][cH:6][cH:7]1)[CH:8]1[N:9]([C:32]([CH2:33][c:34]2[cH:35][cH:36][n:37][cH:38][cH:39]2)=[O:40])[CH2:10][CH2:11][CH:12]([N:14]([C:15](=[O:16])[C:17]([F:18])([F:19])[F:20])[CH2:21][c:22]2[cH:23][cH:24][n:25][c:26]3[cH:27][cH:28][cH:29][cH:30][c:31]23)[CH2:13]1.[Na+:42]>>[CH2:1]([c:2]1[cH:3][cH:4][cH:5][cH:6][cH:7]1)[CH:8]1[N:9]([C:32]([CH2:33][c:34]2[cH:35][cH:36][n:37][cH:38][cH:39]2)=[O:40])[CH2:10][CH2:11][CH:12]([NH:14][CH2:21][c:22]2[cH:23][cH:24][n:25][c:26]3[cH:27][cH:28][cH:29][cH:30][c:31]23)[CH2:13]1. Reactants: O (water), O=O.[K+] (Potassium superoxide), C1(=CC=CC2=CC=CC=C12)OCCCCCl (4-(1-naphthyloxy)butyl chloride), C1COCCOCCOCCOCCOCCO1 (18-Crown-6). Solvent: CS(=O)C (dimethylsulfoxide). The product is C1(=CC=CC2=CC=CC=C12)OCCCCO (4-(1-naphthyloxy)-1-butanol). As a reaction SMILES: O=O.[K+].[C:4]1([O:14][CH2:15][CH2:16][CH2:17][CH2:18]Cl)[C:13]2[C:8](=[CH:9][CH:10]=[CH:11][CH:12]=2)[CH:7]=[CH:6][CH:5]=1.C1OCCOCCOCCOCCOCC[O:22]C1.O>CS(C)=O>[C:4]1([O:14][CH2:15][CH2:16][CH2:17][CH2:18][OH:22])[C:13]2[C:8](=[CH:9][CH:10]=[CH:11][CH:12]=2)[CH:7]=[CH:6][CH:5]=1 |f:0.1|. Reported procedure: Potassium superoxide (0.71 g) was added to a solution of 4-(1-naphthyloxy)butyl chloride (2.0 g) and 18-Crown-6 (0.5 g) in dimethylsulfoxide (10 ml). After 8 hors the mixture was added to water and the solution was extracted with ether. The ethereal solution was dried and evaporated and the residue chromatographed on silica gel, eluting with 2:1 hexane ether, to yield the title compound as an oil.